This data is from the Open Reaction Database (ORD), a public repository of structured organic reaction records. The task is: describe an organic reaction: reactants, conditions, products, and yield Starting materials: OCC#CCO, CN1CCCN(C)C1=O, Cc1ccc(-c2c(Cl)nc(-c3ccncc3)nc2NS(=O)(=O)c2ccc(C(C)C)cn2)cc1, [H-], [Na+], CN(C)C=O. Product: Cc1ccc(-c2c(NS(=O)(=O)c3ccc(C(C)C)cn3)nc(-c3ccncc3)nc2OCC#CCO)cc1. As a reaction SMILES: [CH2:12]([C:13]#[C:14][CH2:15][OH:16])[OH:17].[CH3:3][N:4]1[CH2:5][CH2:6][CH2:7][N:8]([CH3:9])[C:10]1=[O:11].[CH:18]([CH3:19])([CH3:20])[c:21]1[cH:22][cH:23][c:24]([S:27](=[O:28])(=[O:29])[NH:30][c:31]2[n:32][c:33](-[c:45]3[cH:46][cH:47][n:48][cH:49][cH:50]3)[n:34][c:35]([Cl:44])[c:36]2-[c:37]2[cH:38][cH:39][c:40]([CH3:43])[cH:41][cH:42]2)[n:25][cH:26]1.[H-:1].[Na+:2].[O:51]=[CH:52][N:53]([CH3:54])[CH3:55]>>[CH2:12]([C:13]#[C:14][CH2:15][O:16][c:35]1[n:34][c:33](-[c:45]2[cH:46][cH:47][n:48][cH:49][cH:50]2)[n:32][c:31]([NH:30][S:27]([c:24]2[cH:23][cH:22][c:21]([CH:18]([CH3:19])[CH3:20])[cH:26][n:25]2)(=[O:28])=[O:29])[c:36]1-[c:37]1[cH:38][cH:39][c:40]([CH3:43])[cH:41][cH:42]1)[OH:17]. The reactants are C1(=CC=CC=C1)N1C(=NC2=C1CCCC2)OCC2CCN(CC2)CC2=CC=CC=C2 (1-phenyl-[[1-(phenylmethyl)piperidin-4-yl]methoxy]-4,5,6,7-tetrahydro-1H-benzimidazole), C(=O)[O-].[NH4+] (ammonium formate). Reagents/catalysts: [Pd] (palladium on carbon). Solvent: CO (methanol). The product is C1(=CC=CC=C1)N1C(=NC2=C1CCCC2)OCC2CCNCC2 (1-phenyl-2-(piperidin-4-ylmethoxy)-4,5,6,7-tetrahydro-1H-benzimidazole). The yield is 72.0%. RXN SMILES: [C:1]1([N:7]2[C:11]3[CH2:12][CH2:13][CH2:14][CH2:15][C:10]=3[N:9]=[C:8]2[O:16][CH2:17][CH:18]2[CH2:23][CH2:22][N:21](CC3C=CC=CC=3)[CH2:20][CH2:19]2)[CH:6]=[CH:5][CH:4]=[CH:3][CH:2]=1.C([O-])=O.[NH4+]>CO.[Pd]>[C:1]1([N:7]2[C:11]3[CH2:12][CH2:13][CH2:14][CH2:15][C:10]=3[N:9]=[C:8]2[O:16][CH2:17][CH:18]2[CH2:23][CH2:22][NH:21][CH2:20][CH2:19]2)[CH:2]=[CH:3][CH:4]=[CH:5][CH:6]=1 |f:1.2|. Procedure: 0.98 g (2.44 mmol) of 1-phenyl-[[1-(phenylmethyl)piperidin-4-yl]methoxy]-4,5,6,7-tetrahydro-1H-benzimidazole is suspended in 20 ml of methanol and supplemented successively with 1.54 g (2.44 mmol) of ammonium formate and 0.75 g of 10% palladium on carbon. The mixture is heated at boiling temperature for 1 hour, filtered and concentrated under vacuum. The product is taken up in 5 N sodium hydroxide, extracted with methylene chloride and dried over Na2SO4. After concentration, 0.55 g of product is... Reactants: CCCc1nc(CC)c(Br)c(=O)n1Cc1ccc(-c2ccccc2C#N)cc1, Cc1cc(C)c(O)cn1, CS(C)=O, CCOC(C)=O, [K+], [OH-]. Yields the product CCCc1nc(CC)c(Oc2cnc(C)cc2C)c(=O)n1Cc1ccc(-c2ccccc2C#N)cc1. Reaction SMILES: [Br:1][c:2]1[c:3]([CH2:27][CH3:28])[n:4][c:5]([CH2:24][CH2:25][CH3:26])[n:6]([CH2:9][c:10]2[cH:11][cH:12][c:13](-[c:16]3[c:17]([C:22]#[N:23])[cH:18][cH:19][cH:20][cH:21]3)[cH:14][cH:15]2)[c:7]1=[O:8].[CH3:29][c:30]1[c:31]([OH:37])[cH:32][n:33][c:34]([CH3:36])[cH:35]1.[CH3:40][S:41](=[O:42])[CH3:43].[CH3:44][CH2:45][O:46][C:47](=[O:48])[CH3:49].[K+:39].[OH-:38]>>[c:2]1([O:37][c:31]2[c:30]([CH3:29])[cH:35][c:34]([CH3:36])[n:33][cH:32]2)[c:3]([CH2:27][CH3:28])[n:4][c:5]([CH2:24][CH2:25][CH3:26])[n:6]([CH2:9][c:10]2[cH:11][cH:12][c:13](-[c:16]3[c:17]([C:22]#[N:23])[cH:18][cH:19][cH:20][cH:21]3)[cH:14][cH:15]2)[c:7]1=[O:8]. The reactants are CN1C(CN(CC1)C1=CC=CC=C1)C(=O)N (1-methyl-4-phenyl-2-piperazinecarboxamide), [H-].[Al+3].[Li+].[H-].[H-].[H-] (lithium aluminum hydride). The product is CN1C(CN(CC1)C1=CC=CC=C1)CN (1-Methyl-4-phenyl-2-piperazinemethanamine). Reaction SMILES: [CH3:1][N:2]1[CH2:7][CH2:6][N:5]([C:8]2[CH:13]=[CH:12][CH:11]=[CH:10][CH:9]=2)[CH2:4][CH:3]1[C:14]([NH2:16])=O.[H-].[Al+3].[Li+].[H-].[H-].[H-]>>[CH3:1][N:2]1[CH2:7][CH2:6][N:5]([C:8]2[CH:13]=[CH:12][CH:11]=[CH:10][CH:9]=2)[CH2:4][CH:3]1[CH2:14][NH2:16] |f:1.2.3.4.5.6|. Reported procedure: In a manner similar to preparation 2, react 1-methyl-4-phenyl-2-piperazinecarboxamide with lithium aluminum hydride toobtain the title compound. Reactants: FC(C(=O)O)(F)F.BrC=1C=C(C(=O)O)C=C(C1)OCCNC1=CC=NC=C1 (3-bromo-5-[2-(pyridin-4-ylamino)-ethoxy]-benzoic acid trifluoroacetate salt), CN(C)C(=[N+](C)C)ON1C2=C(C=CC=C2)N=N1.[B-](F)(F)(F)F (TBTU), C=1C=CC2=C(C1)N=NN2O (HOBt), CCN(C(C)C)C(C)C (DIPEA). Run in CN(C)C=O (DMF). Conditions: time 15 minute. Yields the product FC(C(=O)O)(F)F.C(C=C)N(C(C1=CC(=CC(=C1)OCCNC1=CC=NC=C1)Br)=O)C1CCCC1 (N-Allyl-3-bromo-N-cyclopentyl-5-[2-(pyridin-4-ylamino)-ethoxy]-benzamide trifluoroacetate salt). Isolated yield 52.3%. Reaction SMILES: [F:1][C:2]([F:7])([F:6])[C:3]([OH:5])=[O:4].[Br:8][C:9]1[CH:10]=[C:11]([CH:15]=[C:16]([O:18][CH2:19][CH2:20][NH:21][C:22]2[CH:27]=[CH:26][N:25]=[CH:24][CH:23]=2)[CH:17]=1)[C:12]([OH:14])=O.CN(C(ON1N=[N:43][C:38]2[CH:39]=[CH:40][CH:41]=[CH:42]C1=2)=[N+](C)C)C.[B-](F)(F)(F)F.[CH:50]1[CH:51]=CC2N(O)N=NC=2[CH:55]=1.CCN(C(C)C)C(C)C>CN(C=O)C>[F:1][C:2]([F:7])([F:6])[C:3]([OH:5])=[O:4].[CH2:51]([N:43]([CH:38]1[CH2:39][CH2:40][CH2:41][CH2:42]1)[C:12](=[O:14])[C:11]1[CH:15]=[C:16]([O:18][CH2:19][CH2:20][NH:21][C:22]2[CH:27]=[CH:26][N:25]=[CH:24][CH:23]=2)[CH:17]=[C:9]([Br:8])[CH:10]=1)[CH:50]=[CH2:55] |f:0.1,2.3,7.8|. Procedure details: To a stirred solution of 3-bromo-5-[2-(pyridin-4-ylamino)-ethoxy]-benzoic acid trifluoroacetate salt (0.034 g), TBTU (0.048 g) and HOBt (0.014 g) in DMF (0.3 ml) was added DIPEA (0.026 ml) followed by N-allylcyclopentyamine (0.022 ml) after 15 min. The reaction mixture was stirred at room temperature for 18 h and then concentrated under reduced pressure. The residue was subjected to preparative hplc and the title compound (0.022 g) was obtained as a colourless gum by concentration of the require...